This data is from the Open Reaction Database (ORD), a public repository of structured organic reaction records. The task is: describe an organic reaction: reactants, conditions, products, and yield Reactants: O (Water), BrC(C(=O)NC=1SC=C(N1)C)CCOCCOC (2-bromo-4-(2-methoxyethoxy)-N-(4-methyl-1,3-thiazol-2-yl)butanamide), ClC1=C(C=CC=C1)N1N=CC=2C1=NC=NC2S (1-(2-chlorophenyl)-1H-pyrazolo[3,4-d]pyrimidine-4-thiol), C(=O)([O-])[O-].[K+].[K+] (K2CO3). The solvent is CCOC(=O)C (EtOAc), CN(C)C=O (DMF), CN(C)C=O (DMF). Conditions: time 3 hour. The product is ClC1=C(C=CC=C1)N1N=CC=2C1=NC=NC2SC(C(=O)NC=2SC=C(N2)C)CCOCCOC (2-{[1-(2-chlorophenyl)-1H-pyrazolo[3,4-d]pyrimidin-4-yl]thio}-4-(2-methoxyethoxy)-N-(4-methyl-1,3-thiazol-2-yl)butanamide). Isolated yield 90.7%. As a reaction SMILES: Br[CH:2]([CH2:12][CH2:13][O:14][CH2:15][CH2:16][O:17][CH3:18])[C:3]([NH:5][C:6]1[S:7][CH:8]=[C:9]([CH3:11])[N:10]=1)=[O:4].[Cl:19][C:20]1[CH:25]=[CH:24][CH:23]=[CH:22][C:21]=1[N:26]1[C:30]2=[N:31][CH:32]=[N:33][C:34]([SH:35])=[C:29]2[CH:28]=[N:27]1.C([O-])([O-])=O.[K+].[K+].O>CN(C=O)C.CCOC(C)=O>[Cl:19][C:20]1[CH:25]=[CH:24][CH:23]=[CH:22][C:21]=1[N:26]1[C:30]2=[N:31][CH:32]=[N:33][C:34]([S:35][CH:2]([CH2:12][CH2:13][O:14][CH2:15][CH2:16][O:17][CH3:18])[C:3]([NH:5][C:6]3[S:7][CH:8]=[C:9]([CH3:11])[N:10]=3)=[O:4])=[C:29]2[CH:28]=[N:27]1 |f:2.3.4|. Reported procedure: A solution of 2-bromo-4-(2-methoxyethoxy)-N-(4-methyl-1,3-thiazol-2-yl)butanamide (104 mg, 0.308 mmol) in DMF (1 mL) was added to a stirred solution of 1-(2-chlorophenyl)-1H-pyrazolo[3,4-d]pyrimidine-4-thiol (81.0 mg, 0.308 mmol) and K2CO3 (51.1 mg, 0.370 mmol) in DMF (2 mL). The reaction mixture was kept at ambient temperature for 3 hrs (45° C. and 17 hrs for example 54, 55 and 56). Water and EtOAc were added, and the two phases were separated. The aqueous phase was extracted with EtOAc. The or... Starting materials: C(C(=O)Cl)(=O)Cl (oxalyl chloride), O (water), CN(C=O)C (N,N-dimethylformamide), F\C=C(\CO)/CCC1=CC=C(C=C1)F ((E)-2-(fluoromethylene)-4-(p-fluorophenyl)butan-1-ol). Solvent: C1(=CC=CC=C1)C (toluene), C1(=CC=CC=C1)C (toluene). Run at temperature -5 celsius, time 30 minute. Yields the product NC/C(/CCC1=CC=C(C=C1)F)=C/F ((E)-1-amino-2-(fluoromethylene)-4-(p-fluorophenyl)butane). RXN SMILES: C(Cl)(=O)C(Cl)=O.C[N:8]([CH3:11])C=O.[F:12]/[CH:13]=[C:14](\[CH2:17][CH2:18][C:19]1[CH:24]=[CH:23][C:22]([F:25])=[CH:21][CH:20]=1)/CO.O>C1(C)C=CC=CC=1>[NH2:8][CH2:11]/[C:14](=[CH:13]/[F:12])/[CH2:17][CH2:18][C:19]1[CH:24]=[CH:23][C:22]([F:25])=[CH:21][CH:20]=1. Procedure: Combine oxalyl chloride (25.2 g, 0.198 mol) and toluene (200 mL). Cool to -5° C. Add N,N-dimethylformamide (15.0 g, 0.21 mol) as a solution in toluene (20 mL). Warm to 25° C. After 30 minutes, add a solution of (E)-2-(fluoromethylene)-4-(p-fluorophenyl)butan-1-ol (24.7 g, 30% by weight in toluene, 0.124 mol). After 18 hours, add water (500 mL) and stir for 30 minutes. Separate the organic layer, dry over Na2SO4, filter, and evaporate in vacuo to give the title compound.